From a dataset of the Open Reaction Database (ORD), a public repository of structured organic reaction records. describe an organic reaction: reactants, conditions, products, and yield Starting materials: C(C)OC(=O)C=1C(=C2C(=NC1)N(N=C2C)CC)O (1-ethyl-4-hydroxy-3-methyl-1H-pyrazolo[3,4-b]pyridine-5-carboxylic acid ethyl ester), P(=O)(Cl)(Cl)Cl (phosphorus oxychloride). Procedure: A mixture of 24.9 g. 1-ethyl-4-hydroxy-3-methyl-1H-pyrazolo[3,4-b]pyridine-5-carboxylic acid ethyl ester (0.1 mol.) and 150 ml. of phosphorus oxychloride is refluxed for 4 hours. The excess phosphorus oxychloride is removed by means of vacuum distillation. As soon as the phosphorus oxychloride has been removed, the oily residue solidifies on cooling. It is treated with water and filtered under suction (25 g., m.p. 70°-74°). The 4-chloro-1-ethyl-3-methyl-1H-pyrazolo[3,4-b]pyridine-5-carboxylic ac... As a reaction SMILES: [CH2:1]([O:3][C:4]([C:6]1[C:7](O)=[C:8]2[C:14]([CH3:15])=[N:13][N:12]([CH2:16][CH3:17])[C:9]2=[N:10][CH:11]=1)=[O:5])[CH3:2].P(Cl)(Cl)([Cl:21])=O>>[CH2:1]([O:3][C:4]([C:6]1[C:7]([Cl:21])=[C:8]2[C:14]([CH3:15])=[N:13][N:12]([CH2:16][CH3:17])[C:9]2=[N:10][CH:11]=1)=[O:5])[CH3:2]. The product is C(C)OC(=O)C=1C(=C2C(=NC1)N(N=C2C)CC)Cl (4-chloro-1-ethyl-3-methyl-1H-pyrazolo[3,4-b]pyridine-5-carboxylic acid ethyl ester). Starting materials: [N-]=[N+]=[N-].[Na+] (sodium azide), C1(=CC=CC=C1)C1(CC1)C(=O)O (1-phenyl-cyclopropanecarboxlic acid). The solvent is S(O)(O)(=O)=O (sulfuric acid), ClCCl (dichloromethane). Run at temperature 50 celsius, time 17 hour. Product: C1(=CC=CC=C1)C1(CC1)N (1-phenylcyclopropylamine). As a reaction SMILES: [N-:1]=[N+]=[N-].[Na+].[C:5]1([C:11]2(C(O)=O)[CH2:13][CH2:12]2)[CH:10]=[CH:9][CH:8]=[CH:7][CH:6]=1>S(=O)(=O)(O)O.ClCCl>[C:5]1([C:11]2([NH2:1])[CH2:13][CH2:12]2)[CH:10]=[CH:9][CH:8]=[CH:7][CH:6]=1 |f:0.1|. Reported procedure: Following the procedure described in N. W. Werner et. al., J. Org. Syn. Coll. Vol. 5, 273-276, sodium azide (0.915 g, 14.1 mmol) is slowly added to a solution of 1-phenyl-cyclopropanecarboxlic acid (1.0 g, 6.1 mmol) in concentrated sulfuric acid (5 ml) and dichloromethane (10 ml). The sodium sulfate precipitated out of solution. The reaction mixture is heated to 50 degrees C. for 17 hours and then cooled to 0 degrees C. The mixture is basified to pH=11 with sodium hydroxide (1N) and extracted wi... The reactants are COCCOC, O=C1CCc2c(Cl)sc(Cl)c21, OB(O)c1ccccc1F, [Na+], O=C([O-])O. Yields the product O=C1CCc2c(Cl)sc(-c3ccccc3F)c21. As a reaction SMILES: [CH3:27][O:28][CH2:29][CH2:30][O:31][CH3:32].[Cl:1][c:2]1[s:3][c:4]([Cl:11])[c:5]2[c:6]1[CH2:7][CH2:8][C:9]2=[O:10].[F:12][c:13]1[c:14]([B:19]([OH:20])[OH:21])[cH:15][cH:16][cH:17][cH:18]1.[Na+:26].[O-:22][C:23]([OH:24])=[O:25]>>[Cl:1][c:2]1[s:3][c:4](-[c:14]2[c:13]([F:12])[cH:18][cH:17][cH:16][cH:15]2)[c:5]2[c:6]1[CH2:7][CH2:8][C:9]2=[O:10]. The reactants are OC1=C(C=CC=C1)S(=O)(=O)N (2-hydroxybenzenesulfonamide), C([O-])([O-])=O.[K+].[K+] (potassium carbonate), BrC(C(=O)OC)C (methyl 2-bromopropionate). The solvent is C(C)#N (acetonitrile). Product: COC(=O)C(C)OC1=C(C=CC=C1)S(=O)(=O)N (2-(1-methoxycarbonylethoxy)- benzenesulfonamide). The yield is 80.7%. As a reaction SMILES: [OH:1][C:2]1[CH:7]=[CH:6][CH:5]=[CH:4][C:3]=1[S:8]([NH2:11])(=[O:10])=[O:9].C(=O)([O-])[O-].[K+].[K+].Br[CH:19]([CH3:24])[C:20]([O:22][CH3:23])=[O:21]>C(#N)C>[CH3:23][O:22][C:20]([CH:19]([O:1][C:2]1[CH:7]=[CH:6][CH:5]=[CH:4][C:3]=1[S:8]([NH2:11])(=[O:9])=[O:10])[CH3:24])=[O:21] |f:1.2.3|. Procedure: 34.6 g of 2-hydroxybenzenesulfonamide and 55.3 g of potassium carbonate are added to 800 ml of acetonitrile. With efficient stirring, 33.4 g of methyl 2-bromopropionate are added dropwise over 10 minutes and the suspension is then heated for 5 hours to 45° C. After the reaction mixture has cooled, the precipitated salts are isolated and the filtrate is concentrated in vacuo. The residue is recrystallised from ethanol, affording 41.8 g of 2-(1-methoxycarbonylethoxy)- benzenesulfonamide with a mel... Reactants: NC1=CC=C(C(=O)OCC)C=C1 (ethyl 4-aminobenzoate), C(CC)S(=O)(=O)Cl (1-propanesulfonyl chloride). The solvent is N1=CC=CC=C1 (pyridine). The product is C(CC)S(=O)(=O)NC1=CC=C(C(=O)O)C=C1 (4-[(1-Propylsulfonyl)amino]benzoic acid). RXN SMILES: [NH2:1][C:2]1[CH:12]=[CH:11][C:5]([C:6]([O:8]CC)=[O:7])=[CH:4][CH:3]=1.[CH2:13]([S:16](Cl)(=[O:18])=[O:17])[CH2:14][CH3:15]>N1C=CC=CC=1>[CH2:13]([S:16]([NH:1][C:2]1[CH:3]=[CH:4][C:5]([C:6]([OH:8])=[O:7])=[CH:11][CH:12]=1)(=[O:18])=[O:17])[CH2:14][CH3:15]. Procedure: In a manner similar to Preparation 9 react ethyl 4-aminobenzoate with 1-propanesulfonyl chloride and pyridine to obtain the title compound.